From a dataset of the Open Reaction Database (ORD), a public repository of structured organic reaction records. describe an organic reaction: reactants, conditions, products, and yield The reactants are resulting deep green solution, FC1=C(C(=O)N)C(=CC=C1)NC=1C2=C(N=C(N1)NC1=C(C=C3CCN(C3=C1)S(=O)(=O)C1=CC=C(C=C1)C)OC)N(C=C2)S(=O)(=O)C2=CC=C(C=C2)C (2-fluoro-6-({2-({5-(methyloxy)-1-[(4-methylphenyl)sulfonyl]-2,3-dihydro-1H-indol-6-yl}amino)-7-[(4-methylphenyl)sulfonyl]-7H-pyrrolo[2,3-d]pyrimidin-4-yl}amino)benzamide), O (Water), C1=CC=CC2=CC=CC=C12 (naphthalene), [Na] (sodium). Run in C1CCOC1 (THF), C1CCOC1 (THF). Run at time 4 hour. Yields the product FC1=C(C(=O)N)C(=CC=C1)NC1=C2C(NC(=N1)NC1=C(C=C3CCNC3=C1)OC)=NC=C2 (2-fluoro-6-[(2-{[5-(methyloxy)-2,3-dihydro-1H-indol-6-yl]amino}-1H-pyrrolo[2,3-d]pyrimidin-4-yl)amino]benzamide). The yield is 32.8%. As a reaction SMILES: C1C2C(=CC=CC=2)C=CC=1.[Na].[F:12][C:13]1[CH:21]=[CH:20][CH:19]=[C:18]([NH:22][C:23]2[C:24]3[CH:53]=[CH:52][N:51](S(C4C=CC(C)=CC=4)(=O)=O)[C:25]=3[N:26]=[C:27]([NH:29][C:30]3[CH:38]=[C:37]4[C:33]([CH2:34][CH2:35][N:36]4S(C4C=CC(C)=CC=4)(=O)=O)=[CH:32][C:31]=3[O:49][CH3:50])[N:28]=2)[C:14]=1[C:15]([NH2:17])=[O:16].O>C1COCC1>[F:12][C:13]1[CH:21]=[CH:20][CH:19]=[C:18]([NH:22][C:23]2[N:28]=[C:27]([NH:29][C:30]3[CH:38]=[C:37]4[C:33]([CH2:34][CH2:35][NH:36]4)=[CH:32][C:31]=3[O:49][CH3:50])[NH:26][C:25]3=[N:51][CH:52]=[CH:53][C:24]=23)[C:14]=1[C:15]([NH2:17])=[O:16] |^1:10|. Procedure: To a degassed solution of naphthalene (14 g, 109 mmol) in THF (300 mL) were added sodium cubes (2.6 g, 108 mmol). The cubes were crushed, and then stirred for 4 h. A total of 60 mL of the resulting deep green solution was added dropwise to a −78° C. solution of 2-fluoro-6-({2-({5-(methyloxy)-1-[(4-methylphenyl)sulfonyl]-2,3-dihydro-1H-indol-6-yl}amino)-7-[(4-methylphenyl)sulfonyl]-7H-pyrrolo[2,3-d]pyrimidin-4-yl}amino)benzamide (3.7 g, 4.99 mmol) in THF (100 mL). Water (5 mL) was then added, the... Reaction SMILES: [Cl:1][C:2]1[C:3]([F:27])=[C:4]([CH:24]=[CH:25][CH:26]=1)[CH2:5][O:6][C:7]1[C:8]([NH:13][C:14]([NH:16][C:17]2[CH:22]=[CH:21][C:20]([Cl:23])=[CH:19][CH:18]=2)=S)=[N:9][CH:10]=[CH:11][CH:12]=1.[NH3:28]>>[Cl:1][C:2]1[C:3]([F:27])=[C:4]([CH:24]=[CH:25][CH:26]=1)[CH2:5][O:6][C:7]1[C:8]([NH:13][C:14]([NH:16][C:17]2[CH:22]=[CH:21][C:20]([Cl:23])=[CH:19][CH:18]=2)=[NH:28])=[N:9][CH:10]=[CH:11][CH:12]=1. Procedure: A mixture of yellow mercuric oxide (1.23 g, 0.0047 mol), N-[3-(3-chloro-2-fluorobenzyloxy)pyrid-2-yl]-N'-4-chlorophenylthiourea (2.0 g, 0.0047 mol) and methanolic ammonia solution (40 ml) was stirred for 2 days at room temperature. The solvent was removed in vacuo and the black residue was boiled with chloroform and filtered hot. Evaporation of the solvent followed by trituration with ether and recrystallisation from acetonitrile gave the desired product. Yield 0.38 g (20%), m.p. 204°-207 ° C. Product: ClC=1C(=C(COC=2C(=NC=CC2)NC(=N)NC2=CC=C(C=C2)Cl)C=CC1)F (N-[3-(3-Chloro-2-fluorobenzyloxy)pyrid-2-yl]-N'-(4-chlorophenyl)guanidine). Reactants: mercuric oxide, ClC=1C(=C(COC=2C(=NC=CC2)NC(=S)NC2=CC=C(C=C2)Cl)C=CC1)F (N-[3-(3-chloro-2-fluorobenzyloxy)pyrid-2-yl]-N'-4-chlorophenylthiourea), N (ammonia). Run at time 2 day. Reactants: O (Water), O1[C@H]2[C@@H]1C[C@@H]1CC[C@H]3[C@@H]4C[C@@H]([C@@H]([C@@]4(C)CC[C@@H]3[C@]1(C2)C)O)N2CCCC2 ((2α,3α,5α,16β,17β)2,3-epoxy-16-(1-pyrrolidinyl)-androstan-17-ol). Run in N1CCOCC1 (morpholine). Yields the product N1(CCOCC1)[C@@H]1[C@H](C[C@@H]2CC[C@H]3[C@@H]4C[C@@H]([C@@H]([C@@]4(C)CC[C@@H]3[C@]2(C1)C)O)N1CCCC1)O ((2β,3α,5α,16β,17β)-2(4-morpholinyl)-16-(1-pyrrolidinyl)-androstane-3,17-diol). Reaction SMILES: [OH2:1].[O:2]1[C@H:4]2[CH2:5][C@H:6]3[C@:19]([CH3:21])([CH2:20][C@@H:3]12)[C@@H:18]1[C@H:9]([C@H:10]2[C@@:14]([CH2:16][CH2:17]1)([CH3:15])[C@@H:13]([OH:22])[C@@H:12]([N:23]1[CH2:27][CH2:26][CH2:25][CH2:24]1)[CH2:11]2)[CH2:8][CH2:7]3>N1CCOCC1>[N:23]1([C@H:3]2[CH2:20][C@@:19]3([CH3:21])[C@@H:6]([CH2:7][CH2:8][C@@H:9]4[C@@H:18]3[CH2:17][CH2:16][C@@:14]3([CH3:15])[C@H:10]4[CH2:11][C@H:12]([N:23]4[CH2:27][CH2:26][CH2:25][CH2:24]4)[C@@H:13]3[OH:22])[CH2:5][C@@H:4]2[OH:2])[CH2:24][CH2:25][O:1][CH2:11][CH2:12]1. Procedure details: Water (50 ml) was added to a solution of (2α,3α,5α,16β,17β)2,3-epoxy-16-(1-pyrrolidinyl)-androstan-17-ol (85.2 g) in morpholine (500 ml) and the reaction mixture was heated at reflux temperature for 3 d. Evaporation of the reaction mixture gave a crude product, which was crystallised from acetone. Recrystallisation from methanol gave pure (2β,3α,5α,16β,17β)-2(4-morpholinyl)-16-(1-pyrrolidinyl)-androstane-3,17-diol (71.2 g), m.p. 212°-219° C.; [α]D20 =+87.9° (c 1.02 in CHCl3). Starting materials: ClC1=C(C(=NC2=CC=CC=C12)C)C(=O)OCC (Ethyl 4-chloro-2-methyl-quinoline-3-carboxylate), C1(=CC=CC=C1)NN (phenyl hydrazine). Yields the product CC=1NC=2C=CC=CC2C=2C1C(N(N2)C2=CC=CC=C2)=O (4-Methyl-2-phenyl-2,5-dihydro-pyrazolo[4,3-c]quinolin-3-one). As a reaction SMILES: Cl[C:2]1[C:11]2[C:6](=[CH:7][CH:8]=[CH:9][CH:10]=2)[N:5]=[C:4]([CH3:12])[C:3]=1[C:13]([O:15]CC)=O.[C:18]1([NH:24][NH2:25])[CH:23]=[CH:22][CH:21]=[CH:20][CH:19]=1>>[CH3:12][C:4]1[NH:5][C:6]2[CH:7]=[CH:8][CH:9]=[CH:10][C:11]=2[C:2]2[C:3]=1[C:13](=[O:15])[N:24]([C:18]1[CH:23]=[CH:22][CH:21]=[CH:20][CH:19]=1)[N:25]=2. Procedure: The title compound was synthesized following the procedure described in step 3 using 3g and phenyl hydrazine. 1H NMR (DMSO-d6) δ (ppm): 2.77 (3H, s), 7.13 (1H, t, J=7.42 Hz), 7.45 (3H, m), 7.62 (2H, m), 8.20 (3H, m). m/z 276.4 (MH+). The reactants are CC(O)c1cn(C(c2ccccc2)(c2ccccc2)c2ccccc2)cn1, C1COCCO1. The product is CC(=O)c1cn(C(c2ccccc2)(c2ccccc2)c2ccccc2)cn1. As a reaction SMILES: [C:1]([c:2]1[cH:3][cH:4][cH:5][cH:6][cH:7]1)([c:8]1[cH:9][cH:10][cH:11][cH:12][cH:13]1)([c:14]1[cH:15][cH:16][cH:17][cH:18][cH:19]1)[n:20]1[cH:21][n:22][c:23]([CH:25]([CH3:26])[OH:27])[cH:24]1.[O:28]1[CH2:29][CH2:30][O:31][CH2:32][CH2:33]1>>[C:1]([c:2]1[cH:3][cH:4][cH:5][cH:6][cH:7]1)([c:8]1[cH:9][cH:10][cH:11][cH:12][cH:13]1)([c:14]1[cH:15][cH:16][cH:17][cH:18][cH:19]1)[n:20]1[cH:21][n:22][c:23]([C:25]([CH3:26])=[O:27])[cH:24]1.